This data is from the Open Reaction Database (ORD), a public repository of structured organic reaction records. The task is: describe an organic reaction: reactants, conditions, products, and yield The reactants are FC=1C=C(C=CC1)C=CC1=CC2=CC=CC=C2C=C1 (2-[2-(3-fluorophenyl)vinyl]naphthalene). Reagents/catalysts: [Pd] (Pd/C). Run in C1(=CC=CC=C1)C (toluene). Reaction conditions: time 20 hour. Yields the product FC=1C=C(C=CC1)CCC1=CC2=CC=CC=C2C=C1 (2-[2-(3-fluorophenyl)ethyl]naphthalene). Yield: 89.6%. As a reaction SMILES: [F:1][C:2]1[CH:3]=[C:4]([CH:8]=[CH:9][C:10]2[CH:19]=[CH:18][C:17]3[C:12](=[CH:13][CH:14]=[CH:15][CH:16]=3)[CH:11]=2)[CH:5]=[CH:6][CH:7]=1>[Pd].C1(C)C=CC=CC=1>[F:1][C:2]1[CH:3]=[C:4]([CH2:8][CH2:9][C:10]2[CH:19]=[CH:18][C:17]3[C:12](=[CH:13][CH:14]=[CH:15][CH:16]=3)[CH:11]=2)[CH:5]=[CH:6][CH:7]=1. Reported procedure: A 60 ml Solumix/toluene (1:1) solution of 11.54 g (46.48 mmol) of the above 2-[2-(3-fluorophenyl)vinyl]naphthalene was added with 0.58 g of 5%-Pd/C and then stirred for 20 hours in an H2-atmosphere. The 5%-Pd/C was filtrated away from the reaction solution, and then the filtrate was condensed under a reduced pressure. The obtained gray solid of 11.18 g was purified with silica gel chromatography using toluene as the eluent to obtain a white solid of 11.05 g, which was recrystallized with a mixed... The reactants are N#Cc1ccc(Br)cc1F, O=C([O-])[O-], CC(=O)[O-], CC(=O)[O-], [Cs+], [Cs+], C1COCCO1, [Pd+2], N#Cc1ccc(-c2cccc3[nH]c4ccccc4c23)cn1. Yields the product N#Cc1ccc(-c2cccc3c2c2ccccc2n3-c2ccc(C#N)c(F)c2)cn1. Reaction SMILES: [Br:1][c:2]1[cH:3][c:4]([F:10])[c:5]([C:6]#[N:7])[cH:8][cH:9]1.[C:11](=[O:12])([O-:13])[O-:14].[C:44]([O-:45])(=[O:46])[CH3:47].[C:49]([O-:50])(=[O:51])[CH3:52].[Cs+:15].[Cs+:16].[O:38]1[CH2:39][CH2:40][O:41][CH2:42][CH2:43]1.[Pd+2:48].[cH:17]1[cH:18][cH:19][c:20](-[c:30]2[cH:31][cH:32][c:33]([C:36]#[N:37])[n:34][cH:35]2)[c:21]2[c:22]3[cH:23][cH:24][cH:25][cH:26][c:27]3[nH:28][c:29]12>>[c:2]1(-[n:28]2[c:27]3[c:22]([c:21]4[c:20](-[c:30]5[cH:31][cH:32][c:33]([C:36]#[N:37])[n:34][cH:35]5)[cH:19][cH:18][cH:17][c:29]42)[cH:23][cH:24][cH:25][cH:26]3)[cH:3][c:4]([F:10])[c:5]([C:6]#[N:7])[cH:8][cH:9]1. Starting materials: OC=1C=C(C=CC1)[C@H](C1=CC=CC=C1)NC(OC(C)(C)C)=O ((S)-tert-butyl ((3-hydroxyphenyl)(phenyl)methyl)-carbamate), C(=O)([O-])[O-].[K+].[K+] (K2CO3), ClCC=1OC=C(N1)C(=O)OC (methyl 2-(chloromethyl)oxazole-4-carboxylate). Run in CN(C)C=O (DMF). Reaction conditions: time 10 minute. The product is C(C)(C)(C)OC(=O)N[C@H](C=1C=C(OCC=2OC=C(N2)C(=O)OC)C=CC1)C1=CC=CC=C1 (Methyl 2-[[3-[(S)-(tert-butoxycarbonylamino)-phenyl-methyl]phenoxy]methyl]oxazole-4-carboxylate). Isolated yield 113.3%. Reaction SMILES: [OH:1][C:2]1[CH:3]=[C:4]([C@@H:8]([NH:15][C:16](=[O:22])[O:17][C:18]([CH3:21])([CH3:20])[CH3:19])[C:9]2[CH:14]=[CH:13][CH:12]=[CH:11][CH:10]=2)[CH:5]=[CH:6][CH:7]=1.C([O-])([O-])=O.[K+].[K+].Cl[CH2:30][C:31]1[O:32][CH:33]=[C:34]([C:36]([O:38][CH3:39])=[O:37])[N:35]=1>CN(C=O)C>[C:18]([O:17][C:16]([NH:15][C@@H:8]([C:9]1[CH:14]=[CH:13][CH:12]=[CH:11][CH:10]=1)[C:4]1[CH:3]=[C:2]([CH:7]=[CH:6][CH:5]=1)[O:1][CH2:30][C:31]1[O:32][CH:33]=[C:34]([C:36]([O:38][CH3:39])=[O:37])[N:35]=1)=[O:22])([CH3:19])([CH3:21])[CH3:20] |f:1.2.3|. Procedure: To a stirred solution of (S)-tert-butyl ((3-hydroxyphenyl)(phenyl)methyl)-carbamate (I8, 1 g, 3.34 mmol) in DMF (9.4 mL) at 0° C. under nitrogen was added K2CO3 (0.693 g, 5.01 mmol) followed by methyl 2-(chloromethyl)oxazole-4-carboxylate (0.586 g, 3.34 mmol). After 10 minutes at 0° C., the reaction was allowed to warm to room temperature and the stirring was maintained for 21 h. The reaction mixture was then partitioned between water (10 mL) and ethyl acetate (10 mL). The aqueous phase was extr... The reagents and catalysts are CC1(C2=C(C(=CC=C2)P(C3=CC=CC=C3)C4=CC=CC=C4)OC5=C(C=CC=C51)P(C6=CC=CC=C6)C7=CC=CC=C7)C (XANTPHOS), C=1C=CC(=CC1)/C=C/C(=O)/C=C/C2=CC=CC=C2.C=1C=CC(=CC1)/C=C/C(=O)/C=C/C2=CC=CC=C2.C=1C=CC(=CC1)/C=C/C(=O)/C=C/C2=CC=CC=C2.[Pd].[Pd] (Tris(dibenzylideneacetone)dipalladium), CC1(C2=C(C(=CC=C2)P(C3=CC=CC=C3)C4=CC=CC=C4)OC5=C(C=CC=C51)P(C6=CC=CC=C6)C7=CC=CC=C7)C (XANTPHOS), C=1C=CC(=CC1)/C=C/C(=O)/C=C/C2=CC=CC=C2.C=1C=CC(=CC1)/C=C/C(=O)/C=C/C2=CC=CC=C2.C=1C=CC(=CC1)/C=C/C(=O)/C=C/C2=CC=CC=C2.[Pd].[Pd] (Tris(dibenzylideneacetone)dipalladium). Yield: 67.2%. As a reaction SMILES: [CH3:1][C:2]1[CH:7]=[CH:6][N:5]=[C:4](Cl)[CH:3]=1.[NH2:9][C:10]1[S:11][CH:12]=[CH:13][N:14]=1.C(=O)([O-])[O-].[Na+].[Na+]>C1COCC1.C1C=CC(/C=C/C(/C=C/C2C=CC=CC=2)=O)=CC=1.C1C=CC(/C=C/C(/C=C/C2C=CC=CC=2)=O)=CC=1.C1C=CC(/C=C/C(/C=C/C2C=CC=CC=2)=O)=CC=1.[Pd].[Pd].CC1(C)C2C(=C(P(C3C=CC=CC=3)C3C=CC=CC=3)C=CC=2)OC2C(P(C3C=CC=CC=3)C3C=CC=CC=3)=CC=CC1=2>[CH3:1][C:2]1[CH:7]=[CH:6][N:5]=[C:4]([NH:9][C:10]2[S:11][CH:12]=[CH:13][N:14]=2)[CH:3]=1 |f:2.3.4,6.7.8.9.10|. Reported procedure: A suspension of 4-methyl-2-chloropyridine (5.10 g, 40.0 mmol), 2-aminothiazole (4.81 g, 48 mmol, 1.2 eq), sodium carbonate (5.94 g, 56.0 mmol, 1.4 eq) and XANTPHOS (0.278 g, 0.48 mmol, 0.012 eq) in THF (100 mL, bubbled with argon for 5 minutes) was bubbled again with argon for 5 additional minutes. Tris(dibenzylideneacetone)dipalladium (0) (0.146 g, 0.16 mmol, 0.004 eq) was then added to the suspension which was heated at 130° C. for 2 days. Additional quantities of XANTPHOS (0.278 g) and tris(d... Starting materials: CC1=CC(=NC=C1)Cl (4-methyl-2-chloropyridine), NC=1SC=CN1 (2-aminothiazole), C([O-])([O-])=O.[Na+].[Na+] (sodium carbonate). Solvent: C1CCOC1 (THF). Conditions: temperature 130 celsius, time 1 hour. Yields the product CC1=CC(=NC=C1)NC=1SC=CN1 (4-methyl-N-(thiazol-2-yl)pyridine-2-amine).